This data is from the Open Reaction Database (ORD), a public repository of structured organic reaction records. The task is: describe an organic reaction: reactants, conditions, products, and yield The reactants are CC(=O)O, Cl, CCOC(=O)c1cn(C2CC2F)c2cc(F)ccc2c1=O, O. Product: O=C(O)c1cn(C2CC2F)c2cc(F)ccc2c1=O. As a reaction SMILES: [CH3:22][C:23](=[O:24])[OH:25].[ClH:26].[F:1][c:2]1[cH:3][cH:4][c:5]2[c:6](=[O:21])[c:7]([C:16](=[O:17])[O:18][CH2:19][CH3:20])[cH:8][n:9]([CH:12]3[CH:13]([F:15])[CH2:14]3)[c:10]2[cH:11]1.[OH2:27]>>[F:1][c:2]1[cH:3][cH:4][c:5]2[c:6](=[O:21])[c:7]([C:16](=[O:17])[OH:18])[cH:8][n:9]([CH:12]3[CH:13]([F:15])[CH2:14]3)[c:10]2[cH:11]1.